This data is from the Open Reaction Database (ORD), a public repository of structured organic reaction records. The task is: describe an organic reaction: reactants, conditions, products, and yield Reactants: N(C)CC(=O)O (sarcosine), ClCC(=O)Cl (chloroacetyl chloride). Run in C(C)(=O)OCC (ethyl acetate). Yields the product ClCC(=O)N(C)CC(=O)O (N-(Chloroacetyl)sarcosine). As a reaction SMILES: [NH:1]([CH2:3][C:4]([OH:6])=[O:5])[CH3:2].[Cl:7][CH2:8][C:9](Cl)=[O:10]>C(OCC)(=O)C>[Cl:7][CH2:8][C:9]([N:1]([CH2:3][C:4]([OH:6])=[O:5])[CH3:2])=[O:10]. Reported procedure: 8.8 Grams (0.1 mole) of sarcosine was suspended in 100 ml of ethyl acetate and refluxed under anhydrous conditions with 22.6 grams (0.2 mole) of chloroacetyl chloride for 12 hours. The unreacted sarcosine was then filtered and the excess solvent and chloroacetyl chloride removed from the filtrate by vacuum distillation. The resulting oil was crystallized with the aid of a small quantity of diethyl ether. There was obtained 12.5g (76%) of N-(Chloroacetyl)sarosine whose structure was consistent wi... Starting materials: OCC12CC3N(C(CC(C1)C3)C2)C(=O)OC(C)(C)C (tert-butyl 5-(hydroxymethyl)-2-azatricyclo[3.3.1.13,7]decane-2-carboxylate), 15, FC(C(=O)O)(F)F (trifluoroacetic acid). Run in C(Cl)Cl (DCM). Conditions: time 4 hour. Product: C12NC3CC(CC(C1)C3)(C2)CO (2-azatricyclo[3.3.1.13,7]dec-5-ylmethanol). Yield: 97.0%. RXN SMILES: [OH:1][CH2:2][C:3]12[CH2:12][CH:7]3[CH2:8][CH:9]([CH2:11][CH:5]([N:6]3C(OC(C)(C)C)=O)[CH2:4]1)[CH2:10]2.FC(F)(F)C(O)=O>C(Cl)Cl>[CH:7]12[CH2:12][C:3]3([CH2:2][OH:1])[CH2:10][CH:9]([CH2:11][CH:5]([CH2:4]3)[NH:6]1)[CH2:8]2. Reported procedure: To a 50 mL RB flask fitted with magnetic stirrer tert-butyl 5-(hydroxymethyl)-2-azatricyclo[3.3.1.13,7]decane-2-carboxylate, Intermediate-15 (0.12 g, 0.45 mmol) in DCM (5 mL) was added. The reaction mixture was cooled to 00° C. followed by addition of trifluoroacetic acid (0.26 g, 2.2 mmol). This mixture was stirred for 4 hours. After completion of the reaction (reaction was monitored by LCMS) reaction mixture was concentrated followed by trituration with mixture of hexane:ether (1:1) to give In... Starting materials: O=C([O-])[O-], FC(F)(F)c1nc(Cl)c(-c2ccccc2)c(-c2ccccc2)n1, [K+], [K+], CN(C)C=O, c1ccc(N2CCNCC2)nc1. As a reaction SMILES: [C:36](=[O:37])([O-:38])[O-:39].[Cl:1][c:2]1[n:3][c:4]([C:20]([F:21])([F:22])[F:23])[n:5][c:6](-[c:14]2[cH:15][cH:16][cH:17][cH:18][cH:19]2)[c:7]1-[c:8]1[cH:9][cH:10][cH:11][cH:12][cH:13]1.[K+:40].[K+:41].[O:42]=[CH:43][N:44]([CH3:45])[CH3:46].[n:24]1[c:25]([N:30]2[CH2:31][CH2:32][NH:33][CH2:34][CH2:35]2)[cH:26][cH:27][cH:28][cH:29]1>>[c:2]1([N:33]2[CH2:32][CH2:31][N:30]([c:25]3[n:24][cH:29][cH:28][cH:27][cH:26]3)[CH2:35][CH2:34]2)[n:3][c:4]([C:20]([F:21])([F:22])[F:23])[n:5][c:6](-[c:14]2[cH:15][cH:16][cH:17][cH:18][cH:19]2)[c:7]1-[c:8]1[cH:9][cH:10][cH:11][cH:12][cH:13]1. Product: FC(F)(F)c1nc(-c2ccccc2)c(-c2ccccc2)c(N2CCN(c3ccccn3)CC2)n1. The reactants are C(C)(=O)OCC (ethyl acetate), CC1=C(C=C(C=C1)O)[N+](=O)[O-] (4-Methyl-3-nitrophenol), BrCC#N (bromoacetonitrile), C([O-])([O-])=O.[K+].[K+] (potassium carbonate). Run in CC(CC)=O (2-butanone). Run at temperature 70 celsius. Product: CC1=C(C=C(OCC#N)C=C1)[N+](=O)[O-] ((4-methyl-3-nitrophenoxy)-acetonitrile). Isolated yield 97.2%. As a reaction SMILES: [CH3:1][C:2]1[CH:7]=[CH:6][C:5]([OH:8])=[CH:4][C:3]=1[N+:9]([O-:11])=[O:10].Br[CH2:13][C:14]#[N:15].C(=O)([O-])[O-].[K+].[K+].C(OCC)(=O)C>CC(=O)CC>[CH3:1][C:2]1[CH:7]=[CH:6][C:5]([O:8][CH2:13][C:14]#[N:15])=[CH:4][C:3]=1[N+:9]([O-:11])=[O:10] |f:2.3.4|. Reported procedure: 4-Methyl-3-nitrophenol (5.0 g) (TCI America, Portland, Oreg.) and 4.70 g of bromoacetonitrile were dissolved in 30 ml of 2-butanone; then 13.5 g of potassium carbonate was added and the mixture was stirred and heated at 70° C. for 2 hours. The reaction mixture was cooled to room temperature, poured into ethyl acetate, washed with water, dried, and evaporated to give 6.1 g of (4-methyl-3-nitrophenoxy)-acetonitrile as a brown oil. ##STR64##